From a dataset of the Open Reaction Database (ORD), a public repository of structured organic reaction records. describe an organic reaction: reactants, conditions, products, and yield The reactants are ClC1=CC=CC(=N1)N (6-Chloropyridin-2-amine), BrN1C(CCC1=O)=O (N-Bromosuccinimide). Run in C(C)#N (acetonitrile). Reaction conditions: time 13 hour. The product is BrC=1C=CC(=NC1Cl)N (5-Bromo-6-chloropyridin-2-amine). The yield is 86.8%. As a reaction SMILES: [Cl:1][C:2]1[N:7]=[C:6]([NH2:8])[CH:5]=[CH:4][CH:3]=1.[Br:9]N1C(=O)CCC1=O>C(#N)C>[Br:9][C:3]1[CH:4]=[CH:5][C:6]([NH2:8])=[N:7][C:2]=1[Cl:1]. Reported procedure: 6-Chloropyridin-2-amine (2.0 g) was dissolved in acetonitrile (40 ml). N-Bromosuccinimide (3.1 g) was added and the mixture was stirred under shading at room temperature for 13 hours. The reaction solution was concentrated and the resulting residue was purified by silica gel column chromatography (developed with ethyl acetate-hexane) to give the title compound (2.8 g). Starting materials: BrCCOCCBr, CS(C)=O, CCOCC, N#CCc1ccc(Cl)cc1, [H-], [Na+]. The product is N#CC1(c2ccc(Cl)cc2)CCOCC1. As a reaction SMILES: [Br:17][CH2:18][CH2:19][O:20][CH2:21][CH2:22][Br:23].[CH3:1][S:2]([CH3:3])=[O:4].[CH3:24][CH2:25][O:26][CH2:27][CH3:28].[Cl:7][c:8]1[cH:9][cH:10][c:11]([CH2:12][C:13]#[N:14])[cH:15][cH:16]1.[H-:5].[Na+:6]>>[Cl:7][c:8]1[cH:9][cH:10][c:11]([C:12]2([C:13]#[N:14])[CH2:18][CH2:19][O:20][CH2:21][CH2:22]2)[cH:15][cH:16]1. Starting materials: S1C=CC2=C1CNC1=C(C2)C=CC=C1 (9,10-dihydro-4H-thieno[2,3-c][1]benzazepine), C(C1=CC=CC=C1)(=O)C1=CC=C(C(=O)Cl)C=C1 (4-(benzoyl)benzoyl chloride). Product: C(C1=CC=CC=C1)(=O)C1=CC=C(C(=O)N2CC3=C(CC4=C2C=CC=C4)C=CS3)C=C1 (9-[(4-Benzoylbenzoyl)]-9,10-dihydro-4H-thieno[2,3-c][1]benzazepine). As a reaction SMILES: [S:1]1[C:5]2[CH2:6][NH:7][C:8]3[CH:14]=[CH:13][CH:12]=[CH:11][C:9]=3[CH2:10][C:4]=2[CH:3]=[CH:2]1.[C:15]([C:23]1[CH:31]=[CH:30][C:26]([C:27](Cl)=[O:28])=[CH:25][CH:24]=1)(=[O:22])[C:16]1[CH:21]=[CH:20][CH:19]=[CH:18][CH:17]=1>>[C:15]([C:23]1[CH:24]=[CH:25][C:26]([C:27]([N:7]2[C:8]3[CH:14]=[CH:13][CH:12]=[CH:11][C:9]=3[CH2:10][C:4]3[CH:3]=[CH:2][S:1][C:5]=3[CH2:6]2)=[O:28])=[CH:30][CH:31]=1)(=[O:22])[C:16]1[CH:17]=[CH:18][CH:19]=[CH:20][CH:21]=1. Procedure: As described for Example 26, 9,10-dihydro-4H-thieno[2,3-c][1]benzazepine is reacted with 4-(benzoyl)benzoyl chloride to give the product as a solid. The yield is 72.0%. Procedure details: Pyridinium bromide perbromide (0.1988 g, 0.62 mmol) is added to a solution of 8-chloro-9-(4-fluorobenzyl)-1,2,3,9-tetrahydro-4H-carbazol-4-one in THF (0.7 mL) and DMF (0.5 mL) and the mixture is heated to 75° C. After stirring for 5.5 h, THF is removed under reduced pressure and the residue is partitioned between dichloromethane and brine. The combined organic layers are washed with dilute sodium sulfate/brine and the aqueous layer is backwashed with dichloromethane. The combined organic layers ... The solvent is CN(C)C=O (DMF), C1CCOC1 (THF), CN(C)C=O (DMF). Reaction conditions: temperature 75 celsius, time 5.5 hour. Yields the product ClC=1C=CC=C2C=3C(=CC=CC3N(C12)CC1=CC=C(C=C1)F)O (8-Chloro-9-(4-fluorobenzyl)-9H-carbazol-4-ol). Reactants: [Br-].[Li+] (lithium bromide), C([O-])([O-])=O.[Li+].[Li+] (lithium carbonate), Pyridinium bromide perbromide, ClC=1C=CC=C2C=3C(CCCC3N(C12)CC1=CC=C(C=C1)F)=O (8-chloro-9-(4-fluorobenzyl)-1,2,3,9-tetrahydro-4H-carbazol-4-one). RXN SMILES: C1C=C[NH+]=CC=1.Br[Br-]Br.[Cl:10][C:11]1[CH:12]=[CH:13][CH:14]=[C:15]2[C:23]=1[N:22]([CH2:24][C:25]1[CH:30]=[CH:29][C:28]([F:31])=[CH:27][CH:26]=1)[C:21]1[CH2:20][CH2:19][CH2:18][C:17](=[O:32])[C:16]2=1.[Br-].[Li+].C(=O)([O-])[O-].[Li+].[Li+]>C1COCC1.CN(C=O)C>[Cl:10][C:11]1[CH:12]=[CH:13][CH:14]=[C:15]2[C:23]=1[N:22]([CH2:24][C:25]1[CH:30]=[CH:29][C:28]([F:31])=[CH:27][CH:26]=1)[C:21]1[CH:20]=[CH:19][CH:18]=[C:17]([OH:32])[C:16]2=1 |f:0.1,3.4,5.6.7|. The reactants are compound, ClC1=NC=NC2=CC=C(C=C12)O (4-chloro-6-hydroxy-quinazoline), ClC1=NC=CC=C1Cl (2,3-dichloropyridine), NC1=NC=CC=C1 (2-aminopyridine). Product: ClC=1C(=NC=CC1)OC=1C=C2C(=NC=NC2=CC1)NC1=NC=CC=C1 ([6-(3-Chloropyridin-2-yloxy)-quinazolin-4-yl]-pyridin-2-yl-amine). Reaction SMILES: Cl[C:2]1[C:7]([Cl:8])=[CH:6][CH:5]=[CH:4][N:3]=1.[NH2:9][C:10]1[CH:15]=[CH:14][CH:13]=[CH:12][N:11]=1.Cl[C:17]1[C:26]2[C:21](=[CH:22][CH:23]=[C:24]([OH:27])[CH:25]=2)[N:20]=[CH:19][N:18]=1>>[Cl:8][C:7]1[C:2]([O:27][C:24]2[CH:25]=[C:26]3[C:21](=[CH:22][CH:23]=2)[N:20]=[CH:19][N:18]=[C:17]3[NH:9][C:10]2[CH:15]=[CH:14][CH:13]=[CH:12][N:11]=2)=[N:3][CH:4]=[CH:5][CH:6]=1. Procedure details: The compound of Example 88 was manufactured by the same method as in Example 95, by a similar method thereto or by a combination of such a method with a conventional method using 2,3-dichloropyridine, 2-aminopyridine and 4-chloro-6-hydroxy-quinazoline. The reactants are C(C1=CC=CC=C1)N1CC2=C(N=C(N=C2O)C2=CC(=CC(=C2)Cl)Cl)CC1 (6-benzyl-2-(3,5-dichloro-phenyl)-5,6,7,8-tetrahydro-pyrido[4,3-d]pyrimidin-4-ol), C(C1=CC=CC=C1)N1CC2=C(N=C(N=C2O)C2=CC(=CC(=C2)Cl)Cl)CC1 (6-benzyl-2-(3,5-dichloro-phenyl)-5,6,7,8-tetrahydro-pyrido[4,3-d]pyrimidin-4-ol), BrCC1=CC=C(C(=O)OC)C=C1 (methyl 4-(bromomethyl)benzoate). Yields the product C(C1=CC=CC=C1)N1CC2=C(N=C(N=C2OCC2=CC=C(C(=O)O)C=C2)C2=CC(=CC(=C2)Cl)Cl)CC1 (4-({[6-Benzyl-2-(3,5-dichlorophenyl)-5,6,7,8-tetrahydropyrido[4,3-d]pyrimidin-4-yl]oxy}methyl)benzoic acid). RXN SMILES: [CH2:1]([N:8]1[CH2:26][CH2:25][C:11]2[N:12]=[C:13]([C:17]3[CH:22]=[C:21]([Cl:23])[CH:20]=[C:19]([Cl:24])[CH:18]=3)[N:14]=[C:15]([OH:16])[C:10]=2[CH2:9]1)[C:2]1[CH:7]=[CH:6][CH:5]=[CH:4][CH:3]=1.Br[CH2:28][C:29]1[CH:38]=[CH:37][C:32]([C:33]([O:35]C)=[O:34])=[CH:31][CH:30]=1>>[CH2:1]([N:8]1[CH2:26][CH2:25][C:11]2[N:12]=[C:13]([C:17]3[CH:18]=[C:19]([Cl:24])[CH:20]=[C:21]([Cl:23])[CH:22]=3)[N:14]=[C:15]([O:16][CH2:28][C:29]3[CH:38]=[CH:37][C:32]([C:33]([OH:35])=[O:34])=[CH:31][CH:30]=3)[C:10]=2[CH2:9]1)[C:2]1[CH:3]=[CH:4][CH:5]=[CH:6][CH:7]=1. Procedure details: The title compound was prepared from 6-benzyl-2-(3,5-dichloro-phenyl)-5,6,7,8-tetrahydro-pyrido[4,3-d]pyrimidin-4-ol (which was obtained in Intermediate 7) and methyl 4-(bromomethyl)benzoate according to Method A and Method B; LC retention time 2.77 min; MS: m/z (ESI) 520 (M+H). Starting materials: C([O-])([O-])=O.[K+].[K+] (potassium carbonate), O\N=C(/N)\C1=CC=C(C=C1)NC(=O)N1CC2=CC=CC=C2C1 ((Z)—N-(4-(N′-hydroxycarbamimidoyl)phenyl)isoindoline-2-carboxamide), ClCC(=O)Cl (2-chloroacetyl chloride). Solvent: CC(=O)C (acetone). Reaction conditions: temperature 0 celsius, time 2 hour. Yields the product ClCC1=NC(=NO1)C1=CC=C(C=C1)NC(=O)N1CC2=CC=CC=C2C1 (N-(4-(5-(chloromethyl)-1,2,4-oxadiazol-3-yl)phenyl)isoindoline-2-carboxamide). RXN SMILES: [OH:1]/[N:2]=[C:3](/[C:5]1[CH:10]=[CH:9][C:8]([NH:11][C:12]([N:14]2[CH2:22][C:21]3[C:16](=[CH:17][CH:18]=[CH:19][CH:20]=3)[CH2:15]2)=[O:13])=[CH:7][CH:6]=1)\[NH2:4].C(=O)([O-])[O-].[K+].[K+].[Cl:29][CH2:30][C:31](Cl)=O>CC(C)=O>[Cl:29][CH2:30][C:31]1[O:1][N:2]=[C:3]([C:5]2[CH:10]=[CH:9][C:8]([NH:11][C:12]([N:14]3[CH2:15][C:16]4[C:21](=[CH:20][CH:19]=[CH:18][CH:17]=4)[CH2:22]3)=[O:13])=[CH:7][CH:6]=2)[N:4]=1 |f:1.2.3|. Reported procedure: To a 25 mL round-bottomed flask containing (Z)—N-(4-(N′-hydroxycarbamimidoyl)phenyl)isoindoline-2-carboxamide (1.5 g, 5.06 mmol) in acetone (5 ml) was added potassium carbonate (7.00 g, 50.6 mmol) in a single portion. The reaction mixture was cooled to 0° C. and 2-chloroacetyl chloride (3.22 ml, 40.5 mmol) was added slowly. The resulting mixture was warmed to room temperature and stirred for two hours. The solvent was removed and the solid was triturated with water and then filtered with water w... Starting materials: C(C1=CC=CC=C1)OCC1OC2=C(C1)C=C(C=C2)C(=O)NC2=CC=CC=1C(C=C(OC12)C(=O)OCC)=O (ethyl 8-(2-benzyloxymethyl-2,3-dihydrobenzofuran-5-carboxamido)-4-oxo-4H-1-benzopyran-2-carboxylate), N (ammonia). The solvent is CO (methanol), O1CCCC1 (tetrahydrofuran). Reaction conditions: time 1.5 hour. The product is O=C1C=C(OC2=C1C=CC=C2NC(=O)C=2C=CC1=C(CC(O1)COCC1=CC=CC=C1)C2)C(N)=O (N-[4-Oxo-2-carbamoyl-4H-1-benzopyran-8-yl]-2-benzyloxymethyl-2,3-dihydrobenzofuran-5-carboxamide). RXN SMILES: [CH2:1]([O:8][CH2:9][CH:10]1[CH2:14][C:13]2[CH:15]=[C:16]([C:19]([NH:21][C:22]3[C:31]4[O:30][C:29]([C:32]([O:34]CC)=O)=[CH:28][C:27](=[O:37])[C:26]=4[CH:25]=[CH:24][CH:23]=3)=[O:20])[CH:17]=[CH:18][C:12]=2[O:11]1)[C:2]1[CH:7]=[CH:6][CH:5]=[CH:4][CH:3]=1.[NH3:38]>CO.O1CCCC1>[O:37]=[C:27]1[C:26]2[CH:25]=[CH:24][CH:23]=[C:22]([NH:21][C:19]([C:16]3[CH:17]=[CH:18][C:12]4[O:11][CH:10]([CH2:9][O:8][CH2:1][C:2]5[CH:3]=[CH:4][CH:5]=[CH:6][CH:7]=5)[CH2:14][C:13]=4[CH:15]=3)=[O:20])[C:31]=2[O:30][C:29]([C:32](=[O:34])[NH2:38])=[CH:28]1. Reported procedure: In a solution of ethyl 8-(2-benzyloxymethyl-2,3-dihydrobenzofuran-5-carboxamido)-4-oxo-4H-1-benzopyran-2-carboxylate (528 mg, 1.06 mmol) in methanol (25 ml) and anhydrous tetrahydrofuran (25 ml), ammonia gas was bubbled for 30 minutes. After evaporation to dryness, the resulting solid residue was dissolved in a tetrahydrofuran:methanol 1:1 mixture (15 ml) and added with concentrated HCl (0.5 ml). The mixture was refluxed under stirring for 1.5 h, then the solvents were evaporated off under reduc...